This data is from the Open Reaction Database (ORD), a public repository of structured organic reaction records. The task is: describe an organic reaction: reactants, conditions, products, and yield Reactants: [N+](=O)([O-])C1=C2C(C=CC(C2=CC=C1)=O)=O (5-nitronaphthoquinone), [N+](=O)([O-])C1=C2C(C=CC(C2=CC=C1)=O)=O (5-nitronaphthoquinone), [N+](=O)([O-])C=1C=C2C(C=CC(C2=CC1)=O)=O (6-nitronaphthoquinone). The solvent is O (water). The product is [N+](=O)([O-])C1=C2C(C=3CCCCC3C(C2=CC=C1)=O)=O (5-nitrotetrahydroanthraquinone). The yield is 87.0%. Reaction SMILES: [N+:1]([C:4]1[CH:13]=[CH:12][CH:11]=[C:10]2[C:5]=1[C:6](=[O:15])[CH:7]=[CH:8][C:9]2=[O:14])([O-:3])=[O:2].[N+]([C:19]1[CH:20]=C2C(=[CH:27][CH:28]=1)C(=O)C=CC2=O)([O-])=O>O>[N+:1]([C:4]1[CH:13]=[CH:12][CH:11]=[C:10]2[C:5]=1[C:6](=[O:15])[C:7]1[CH2:20][CH2:19][CH2:28][CH2:27][C:8]=1[C:9]2=[O:14])([O-:3])=[O:2]. Procedure details: 49.6 g of a crude 5-nitronaphthoquinone cake (which had a water content of 50 wt% and a dry weight of 24.8 g, and comprised of 82 wt% of 5-nitronaphthoquinone and 10 wt% of 6-nitronaphthoquinone when determined under dried condition by a gas chromatography), 12.1 g of 1,3-butadiene and 49.6 g of benzene were introduced into an autoclave, which was then hermetically sealed for reaction at 80°C for 2.5 hours. The resultant reaction solution was cooled to 25°-30°C to crystalize 5-nitrotetrahydroant... The reactants are C(C)(C)(C)OC(=O)N1CCC(CC1)C(C1=CC=C(C=C1)OC)=O (4-(4-methoxy-benzoyl)-piperidine-1-carboxylic acid tert-butyl ester), FC=1C=C(C(O)=CC1)O (4-fluorocatechol), CC=1C=CC(=CC1)S(=O)(=O)O.O (p-TsOH.H2O). The solvent is C=1(C(=CC=CC1)C)C (xylene). The product is FC1=CC2=C(OC(O2)(C2=CC=C(C=C2)OC)C2CCNCC2)C=C1 (4-[5-fluoro-2-(4-methoxy-phenyl)-benzo[1,3]dioxol-2-yl]-piperidine). The yield is 33.4%. RXN SMILES: C(OC([N:8]1[CH2:13][CH2:12][CH:11]([C:14](=[O:23])[C:15]2[CH:20]=[CH:19][C:18]([O:21][CH3:22])=[CH:17][CH:16]=2)[CH2:10][CH2:9]1)=O)(C)(C)C.[F:24][C:25]1[CH:26]=[C:27](O)[C:28](=[CH:30][CH:31]=1)[OH:29].CC1C=CC(S(O)(=O)=O)=CC=1.O>C1(C)C(C)=CC=CC=1>[F:24][C:25]1[CH:26]=[CH:27][C:28]2[O:29][C:14]([CH:11]3[CH2:10][CH2:9][NH:8][CH2:13][CH2:12]3)([C:15]3[CH:16]=[CH:17][C:18]([O:21][CH3:22])=[CH:19][CH:20]=3)[O:23][C:30]=2[CH:31]=1 |f:2.3|. Reported procedure: A solution of 4-(4-methoxy-benzoyl)-piperidine-1-carboxylic acid tert-butyl ester (see EXAMPLE 284) (638 mg, 2.00 mmol), 4-fluorocatechol (512 mg, 4.00 mmol) and p-TsOH.H2O (760 mg, 4.00 mmol) in xylene (20 mL) was heated at reflux using a Dean-Stark apparatus to remove water for 52 hours. Standard work-up and purification gave 4-[5-fluoro-2-(4-methoxy-phenyl)-benzo[1,3]dioxol-2-yl]-piperidine as a pale yellow oil (220 mg, 33%).